From a dataset of the Open Reaction Database (ORD), a public repository of structured organic reaction records. describe an organic reaction: reactants, conditions, products, and yield The product is C(C)=C1C2=C(C(CC3=C1C=CC=C3)=O)C=CC=C2 (5-ethylidene-10-oxo-10,11-dihydro-5H-dibenzo[a,d]cycloheptene). Reactants: O=C1C2=C(C(=CC3=C1C=CC=C3)N3CCN(CC3)C)C=CC=C2 (1-(5-keto-5H-dibenzo[a,d]cyclohepten-10-yl)-4-methylpiperazine), C(CCC)[Li] (butyllithium), ice H2O. Solvent: C1CCOC1 (THF), CCOCC (ether), CCCCCC (hexane). As a reaction SMILES: [CH2:1]([Li])[CH2:2][CH2:3][CH3:4].[O:6]=[C:7]1[C:13]2[CH:14]=[CH:15][CH:16]=[CH:17][C:12]=2C=C(N2CCN(C)CC2)[C:9]2[CH:25]=[CH:26][CH:27]=[CH:28][C:8]1=2>[Br-].C([P+](C1C=CC=CC=1)(C1C=CC=CC=1)C1C=CC=CC=1)C.CCOCC.CCCCCC.C1COCC1>[CH:3](=[C:2]1[C:1]2[CH:14]=[CH:15][CH:16]=[CH:17][C:12]=2[CH2:13][C:7](=[O:6])[C:8]2[CH:28]=[CH:27][CH:26]=[CH:25][C:9]1=2)[CH3:4] |f:2.3|. Reagents/catalysts: [Br-].C(C)[P+](C1=CC=CC=C1)(C1=CC=CC=C1)C1=CC=CC=C1 (ethyltriphenylphosphonium bromide). The yield is 98.0%. Reported procedure: To a stirred slurry of ethyltriphenylphosphonium bromide (21 g, 0.057 mole) in ether (400 ml) was added dropwise butyllithium in hexane (48 ml, 1.3 M). To the resulting solution was added a solution of 1-(5-keto-5H-dibenzo[a,d]cyclohepten-10-yl)-4-methylpiperazine (13.5 g, 0.044 mole) in THF (100 ml). The resulting mixture was stirred and heated under reflux for 3.5 hours, cooled and poured into ice H2O (300 ml). The organic phase was separated and the aqueous phase extracted with ether (2×150 m... Reactants: FC(F)(F)CBr, C1CCOC1, [H-], [Na+], O=S(=O)(c1ccccc1)c1cnc2c(N3CCNCC3)cccc2c1. Reaction SMILES: [Br:28][CH2:29][C:30]([F:31])([F:32])[F:33].[CH2:34]1[O:35][CH2:36][CH2:37][CH2:38]1.[H-:26].[Na+:27].[c:1]1([S:7](=[O:8])(=[O:9])[c:10]2[cH:11][n:12][c:13]3[c:14]([N:20]4[CH2:21][CH2:22][NH:23][CH2:24][CH2:25]4)[cH:15][cH:16][cH:17][c:18]3[cH:19]2)[cH:2][cH:3][cH:4][cH:5][cH:6]1>>[c:1]1([S:7](=[O:8])(=[O:9])[c:10]2[cH:11][n:12][c:13]3[c:14]([N:20]4[CH2:21][CH2:22][N:23]([CH2:29][C:30]([F:31])([F:32])[F:33])[CH2:24][CH2:25]4)[cH:15][cH:16][cH:17][c:18]3[cH:19]2)[cH:2][cH:3][cH:4][cH:5][cH:6]1. Yields the product O=S(=O)(c1ccccc1)c1cnc2c(N3CCN(CC(F)(F)F)CC3)cccc2c1.